This data is from the Open Reaction Database (ORD), a public repository of structured organic reaction records. The task is: describe an organic reaction: reactants, conditions, products, and yield The reactants are C(C)C=1C(NC(N([C@H]2C[C@H](O)[C@@H](COC(C3=CC=CC=C3)(C3=CC=CC=C3)C3=CC=CC=C3)O2)C1)=O)=O (2'-deoxy-5-ethyl-5'-O-trityluridine), [OH-].[K+] (potassium hydroxide), C(C1=CC=CC=C1)Cl (benzyl chloride), O (water). Solvent: C1=CC=CC=C1 (benzene), O1CCOCC1 (dioxane), C(C)(=O)O (acetic acid). Yields the product C(C1=CC=CC=C1)O[C@H]1C[C@@H](O[C@@H]1COC(C1=CC=CC=C1)(C1=CC=CC=C1)C1=CC=CC=C1)N1C(=O)NC(=O)C(=C1)CC (3'-O-benzyl-2'-deoxy-5-ethyl-5'-O-trityluridine). As a reaction SMILES: [CH2:1]([C:3]1[C:4](=[O:37])[NH:5][C:6](=[O:36])[N:7]([CH:35]=1)[C@@H:8]1[O:34][C@H:12]([CH2:13][O:14][C:15]([C:28]2[CH:33]=[CH:32][CH:31]=[CH:30][CH:29]=2)([C:22]2[CH:27]=[CH:26][CH:25]=[CH:24][CH:23]=2)[C:16]2[CH:21]=[CH:20][CH:19]=[CH:18][CH:17]=2)[C@@H:10]([OH:11])[CH2:9]1)[CH3:2].[OH-].[K+].[CH2:40](Cl)[C:41]1[CH:46]=[CH:45][CH:44]=[CH:43][CH:42]=1.O>C1C=CC=CC=1.O1CCOCC1.C(O)(=O)C>[CH2:40]([O:11][C@@H:10]1[C@@H:12]([CH2:13][O:14][C:15]([C:16]2[CH:21]=[CH:20][CH:19]=[CH:18][CH:17]=2)([C:28]2[CH:29]=[CH:30][CH:31]=[CH:32][CH:33]=2)[C:22]2[CH:23]=[CH:24][CH:25]=[CH:26][CH:27]=2)[O:34][C@@H:8]([N:7]2[CH:35]=[C:3]([CH2:1][CH3:2])[C:4](=[O:37])[NH:5][C:6]2=[O:36])[CH2:9]1)[C:41]1[CH:46]=[CH:45][CH:44]=[CH:43][CH:42]=1 |f:1.2|. Reported procedure: A mixture of 6.5 g of 2'-deoxy-5-ethyl-5'-O-trityluridine, 19 g of powdered potassium hydroxide and 9.5 ml of benzyl chloride in a mixture of 60 ml of benzene and 21 ml of dioxane was stirred and heated under reflux for 4 hours. After cooling 65 ml of water and 20 ml of acetic acid were added and the phases were separated. The organic phase was washed twice with 90 ml of water each time, dried over anhydrous sodium sulfate and evaporated to give 4.5 g of 3'-O-benzyl-2'-deoxy-5-ethyl-5'-O-tritylu... Starting materials: C[O-], CO, CC1(C)CC(c2cc(Cl)cc[n+]2[O-])c2cc(C#N)ccc2O1, [Na+], [Na]. The product is COc1cc[n+]([O-])c(C2CC(C)(C)Oc3ccc(C#N)cc32)c1. RXN SMILES: [CH3:23][O-:24].[CH3:27][OH:28].[Cl:1][c:2]1[cH:3][c:4]([CH:9]2[CH2:10][C:11]([CH3:21])([CH3:22])[O:12][c:13]3[c:14]2[cH:15][c:16]([C:19]#[N:20])[cH:17][cH:18]3)[n+:5]([O-:8])[cH:6][cH:7]1.[Na+:25].[Na:26]>>[c:2]1([O:24][CH3:23])[cH:3][c:4]([CH:9]2[CH2:10][C:11]([CH3:21])([CH3:22])[O:12][c:13]3[c:14]2[cH:15][c:16]([C:19]#[N:20])[cH:17][cH:18]3)[n+:5]([O-:8])[cH:6][cH:7]1. The reactants are C1CCOC1, COC(=O)CN(Cc1ccc(OCc2ccccc2)cc1)C(=O)C(Cc1c[nH]cn1)NC(=O)OCc1ccccc1, [Li+], [OH-], O, O. Yields the product O=C(O)CN(Cc1ccc(OCc2ccccc2)cc1)C(=O)C(Cc1c[nH]cn1)NC(=O)OCc1ccccc1. Reaction SMILES: [CH2:45]1[O:46][CH2:47][CH2:48][CH2:49]1.[CH3:1][O:2][C:3]([CH2:4][N:5]([CH2:6][c:7]1[cH:8][cH:9][c:10]([O:13][CH2:14][c:15]2[cH:16][cH:17][cH:18][cH:19][cH:20]2)[cH:11][cH:12]1)[C:21]([CH:22]([NH:23][C:24](=[O:25])[O:26][CH2:27][c:28]1[cH:29][cH:30][cH:31][cH:32][cH:33]1)[CH2:34][c:35]1[cH:36][nH:37][cH:38][n:39]1)=[O:40])=[O:41].[Li+:43].[OH-:42].[OH2:44].[OH2:50]>>[O:2]=[C:3]([CH2:4][N:5]([CH2:6][c:7]1[cH:8][cH:9][c:10]([O:13][CH2:14][c:15]2[cH:16][cH:17][cH:18][cH:19][cH:20]2)[cH:11][cH:12]1)[C:21]([CH:22]([NH:23][C:24](=[O:25])[O:26][CH2:27][c:28]1[cH:29][cH:30][cH:31][cH:32][cH:33]1)[CH2:34][c:35]1[cH:36][nH:37][cH:38][n:39]1)=[O:40])[OH:41]. The reactants are [Cl-].O[NH3+] (hydroxylammonium chloride), C(O)([O-])=O.[Na+] (sodium hydrogencarbonate), CS(=O)C (dimethyl sulfoxide), [Si](C)(C)(C(C)(C)C)OCC=1N(C=CN1)CCN1C(N(C2=C(C1=O)C=C(S2)CC)CC2=CC=C(C=C2)C=2C(=CC=CC2)C#N)=O (4′-{[3-{2-[2-({[tert-butyl(dimethyl)silyl]oxy}methyl)-1H-imidazol-1-yl]ethyl}-6-ethyl-2,4-dioxo-3,4-dihydrothieno[2,3-d]pyrimidin-1(2H)-yl]methyl}biphenyl-2-carbonitrile). The reagents and catalysts are [Br-].C(CCC)[N+](CCCC)(CCCC)CCCC (tetrabutylammoniumbromide). The solvent is C(Cl)(Cl)Cl (chloroform), O1CCCC1 (tetrahydrofuran). Reaction conditions: temperature 40 celsius, time 30 minute. Yields the product C(C)C1=CC2=C(N(C(N(C2=O)CCN2C(=NC=C2)CO)=O)CC2=CC=C(C=C2)C2=C(C=CC=C2)C2=NOC(N2)=O)S1 (6-ethyl-3-{2-[2-(hydroxymethyl)-1H-imidazol-1-yl]ethyl}-1-{[2′-(5-oxo-4,5-dihydro-1,2,4-oxadiazol-3-yl)biphenyl-4-yl]methyl}thieno[2,3-d]pyrimidine-2,4(1H,3H)-dione). Isolated yield 36.0%. As a reaction SMILES: [Cl-].O[NH3+:3].[C:4](=[O:7])([O-])[OH:5].[Na+].CS(C)=O.[Si]([O:20][CH2:21][C:22]1[N:23]([CH2:27][CH2:28][N:29]2[C:34](=[O:35])[C:33]3[CH:36]=[C:37]([CH2:39][CH3:40])[S:38][C:32]=3[N:31]([CH2:41][C:42]3[CH:47]=[CH:46][C:45]([C:48]4[C:49]([C:54]#[N:55])=[CH:50][CH:51]=[CH:52][CH:53]=4)=[CH:44][CH:43]=3)[C:30]2=[O:56])[CH:24]=[CH:25][N:26]=1)(C(C)(C)C)(C)C>C(Cl)(Cl)Cl.O1CCCC1.[Br-].C([N+](CCCC)(CCCC)CCCC)CCC>[CH2:39]([C:37]1[S:38][C:32]2[N:31]([CH2:41][C:42]3[CH:43]=[CH:44][C:45]([C:48]4[CH:53]=[CH:52][CH:51]=[CH:50][C:49]=4[C:54]4[NH:55][C:4](=[O:7])[O:5][N:3]=4)=[CH:46][CH:47]=3)[C:30](=[O:56])[N:29]([CH2:28][CH2:27][N:23]3[CH:24]=[CH:25][N:26]=[C:22]3[CH2:21][OH:20])[C:34](=[O:35])[C:33]=2[CH:36]=1)[CH3:40] |f:0.1,2.3,8.9|. Procedure: A mixture of hydroxylammonium chloride (0.57 g), sodium hydrogencarbonate (0.82 g) and dimethyl sulfoxide (15 mL) was stirred at 40° C. for 30 min, 4′-{[3-{2-[2-({[tert-butyl(dimethyl)silyl]oxy}methyl)-1H-imidazol-1-yl]ethyl}-6-ethyl-2,4-dioxo-3,4-dihydrothieno[2,3-d]pyrimidin-1(2H)-yl]methyl}biphenyl-2-carbonitrile (0.61 g) was added, and the mixture was stirred at 90° C. for 16 hr. The reaction mixture was diluted with chloroform, washed successively with water and saturated brine, and dried o... Starting materials: CCOC(=O)CC(C)=O, CO, CC(=O)[O-], N#CC(F)(F)C(F)(F)F, [Na+], O. Product: CCOC(=O)C(C(C)=O)=C(N)C(F)(F)C(F)(F)F. RXN SMILES: [C:1]([CH2:2][C:3](=[O:4])[CH3:5])(=[O:6])[O:7][CH2:8][CH3:9].[CH3:10][OH:11].[CH3:13][C:14](=[O:15])[O-:16].[F:17][C:18]([C:19]([C:20]#[N:21])([F:22])[F:23])([F:24])[F:25].[Na+:12].[OH2:26]>>[C:1]([C:2]([C:3](=[O:4])[CH3:5])=[C:20]([C:19]([C:18]([F:17])([F:24])[F:25])([F:22])[F:23])[NH2:21])(=[O:6])[O:7][CH2:8][CH3:9].